Dataset: the Open Reaction Database (ORD), a public repository of structured organic reaction records. Task: describe an organic reaction: reactants, conditions, products, and yield The product is Cc1[nH]c(C=C2C(=O)Nc3cc(NC(=O)c4ccccc4)ccc32)c(C)c1C(=O)O. RXN SMILES: [CH2:32]1[CH2:33][CH2:34][NH:35][CH2:36][CH2:37]1.[CH3:38][CH2:39][OH:40].[CH:20](=[O:21])[c:22]1[c:23]([CH3:31])[c:24]([C:28](=[O:29])[OH:30])[c:25]([CH3:27])[nH:26]1.[O:1]=[C:2]1[NH:3][c:4]2[cH:5][c:6]([NH:11][C:12]([c:13]3[cH:14][cH:15][cH:16][cH:17][cH:18]3)=[O:19])[cH:7][cH:8][c:9]2[CH2:10]1>>[O:1]=[C:2]1[NH:3][c:4]2[cH:5][c:6]([NH:11][C:12]([c:13]3[cH:14][cH:15][cH:16][cH:17][cH:18]3)=[O:19])[cH:7][cH:8][c:9]2[C:10]1=[CH:20][c:22]1[c:23]([CH3:31])[c:24]([C:28](=[O:29])[OH:30])[c:25]([CH3:27])[nH:26]1. Starting materials: C1CCNCC1, CCO, Cc1[nH]c(C=O)c(C)c1C(=O)O, O=C1Cc2ccc(NC(=O)c3ccccc3)cc2N1. Reactants: BrCCCCCCCBr (1,7-dibromoheptane), [I-].[Na+] (sodium iodide), COC1=C(C=C(C(=C1)OCOC)OC)OCOC (1,4-dimethoxy-2,5-bis(methoxymethoxy)benzene), C(C)(CC)[Li] (sec-butyllithium). Solvent: CN(P(N(C)C)(N(C)C)=O)C (hexamethylphosphoric triamide), O1CCCC1 (tetrahydrofuran), mixed solvent, C1=CC=CC=C1.C(C)OCC (benzene diethyl ether). Run at temperature -78 celsius, time 30 minute. The product is BrCCCCCCCC1=C(C(=CC(=C1OCOC)OC)OCOC)OC (1-bromo-7-[2,5-dimethoxy-3,6-bis(methoxymethoxy)phenyl]heptane). Yield: 72.0%. RXN SMILES: [CH3:1][O:2][C:3]1[CH:8]=[C:7]([O:9][CH2:10][O:11][CH3:12])[C:6]([O:13][CH3:14])=[CH:5][C:4]=1[O:15][CH2:16][O:17][CH3:18].C([Li])(CC)C.[Br:24][CH2:25][CH2:26][CH2:27][CH2:28][CH2:29][CH2:30][CH2:31]Br.[I-].[Na+]>O1CCCC1.C1C=CC=CC=1.C(OCC)C.CN(C)P(=O)(N(C)C)N(C)C>[Br:24][CH2:25][CH2:26][CH2:27][CH2:28][CH2:29][CH2:30][CH2:31][C:5]1[C:4]([O:15][CH2:16][O:17][CH3:18])=[C:3]([O:2][CH3:1])[CH:8]=[C:7]([O:9][CH2:10][O:11][CH3:12])[C:6]=1[O:13][CH3:14] |f:3.4,6.7|. Reported procedure: 5 Grams of 1,4-dimethoxy-2,5-bis(methoxymethoxy)benzene was dissolved in 140 ml of tetrahydrofuran, then the solution was cooled to -78° C. under argon gas stream condition, in a dry ice-acetone bath. Then 18 ml of sec-butyllithium (1.3 mole cyclohexane solution) was added dropwise thereto and stirred for 30 minutes. To the reaction mixture was added dropwise 10 g (6.7 ml) of 1,7-dibromoheptane, next 6 g of sodium iodide and 10 ml of hexamethylphosphoric triamide were added to the reaction mixtu... The reactants are O (water), CC=1C=CC(=CC1)S(=O)(=O)O (p-TSA), C(CO)O (ethylene glycol), [N+](=O)([O-])C=1C(=NC=CC1)C=O (3-Nitro-2-pyridinecarbaldehyde). Run in C(C)(=O)OCC (ethyl acetate), C1(=CC=CC=C1)C (toluene). Run at temperature 120 celsius. The product is O1C(OCC1)C1=NC=CC=C1[N+](=O)[O-] (2-(1,3-dioxolan-2-yl)-3-nitropyridine). RXN SMILES: [N+:1]([C:4]1[C:5]([CH:10]=[O:11])=[N:6][CH:7]=[CH:8][CH:9]=1)([O-:3])=[O:2].CC1C=CC(S(O)(=O)=O)=CC=1.[CH2:23](O)[CH2:24][OH:25].O>C1(C)C=CC=CC=1.C(OCC)(=O)C>[O:11]1[CH2:23][CH2:24][O:25][CH:10]1[C:5]1[C:4]([N+:1]([O-:3])=[O:2])=[CH:9][CH:8]=[CH:7][N:6]=1. Procedure details: 3-Nitro-2-pyridinecarbaldehyde (22 g, 144.74 mmol) was dissolved in toluene (500 mL). To the mixture was added catalytic amount of p-TSA (2 g) and ethylene glycol (40 mL) and the reaction flask equipped with Dean-Stark assembly was refluxed for 12 h at 120° C. After the reaction was complete, the reaction mixture was treated with water and ethyl acetate. The organic layer was separated and the aqueous layer was back extracted with ethyl acetate. The organic layers were combined and dried over an... The reactants are CCOC(=O)C(CC)=C(c1ccc(F)cc1)c1ccc(F)cc1, CC(C)C[Al+]CC(C)C, ClCCl, Cl, [H-]. Product: CCC(CO)=C(c1ccc(F)cc1)c1ccc(F)cc1. As a reaction SMILES: [CH2:11]([CH3:12])[C:13]([C:14](=[O:15])[O:16][CH2:17][CH3:18])=[C:19]([c:20]1[cH:21][cH:22][c:23]([F:26])[cH:24][cH:25]1)[c:27]1[cH:28][cH:29][c:30]([F:33])[cH:31][cH:32]1.[CH2:2]([Al+:3][CH2:4][CH:5]([CH3:6])[CH3:7])[CH:8]([CH3:9])[CH3:10].[CH2:35]([Cl:36])[Cl:37].[ClH:34].[H-:1]>>[CH2:11]([CH3:12])[C:13]([CH2:14][OH:15])=[C:19]([c:20]1[cH:21][cH:22][c:23]([F:26])[cH:24][cH:25]1)[c:27]1[cH:28][cH:29][c:30]([F:33])[cH:31][cH:32]1.